This data is from the Open Reaction Database (ORD), a public repository of structured organic reaction records. The task is: describe an organic reaction: reactants, conditions, products, and yield The reactants are CC(C)CCc1ccccc1Br, CCCCCO, CNC1CCCCC1NC, I[Cu]I, [I-], [Na+]. Product: CC(C)CCc1ccccc1I. Reaction SMILES: [Br:13][c:14]1[c:15]([CH2:20][CH2:21][CH:22]([CH3:23])[CH3:24])[cH:16][cH:17][cH:18][cH:19]1.[CH2:25]([OH:26])[CH2:27][CH2:28][CH2:29][CH3:30].[CH3:3][NH:4][CH:5]1[CH2:6][CH2:7][CH2:8][CH2:9][CH:10]1[NH:11][CH3:12].[Cu:31]([I:32])[I:33].[I-:2].[Na+:1]>>[I:2][c:14]1[c:15]([CH2:20][CH2:21][CH:22]([CH3:23])[CH3:24])[cH:16][cH:17][cH:18][cH:19]1. Starting materials: ice water, C(C)(C)(C)OC(=O)N[C@H](C(=O)O)CC1=C(C=CC=C1)C#N ((S)-2-tert-Butoxycarbonylamino-3-(2-cyano-phenyl)-propionic acid), N1=CC=CC=C1 (pyridine), N1=C(F)N=C(F)N=C1F (Cyanuric fluoride). Solvent: ClCCl (dichloromethane). Conditions: temperature 0 celsius, time 1 hour. Yields the product C(C)(C)(C)OC(N[C@@H](CC1=C(C=CC=C1)C#N)C(=O)F)=O ([(S)-2-(2-cyano-phenyl)-1-fluorocarbonyl-ethyl]-carbamic acid tert-butyl ester). RXN SMILES: [C:1]([O:5][C:6]([NH:8][C@@H:9]([CH2:13][C:14]1[CH:19]=[CH:18][CH:17]=[CH:16][C:15]=1[C:20]#[N:21])[C:10](O)=[O:11])=[O:7])([CH3:4])([CH3:3])[CH3:2].N1C=CC=CC=1.N1C(F)=NC(F)=NC=1[F:30]>ClCCl>[C:1]([O:5][C:6](=[O:7])[NH:8][C@H:9]([C:10]([F:30])=[O:11])[CH2:13][C:14]1[CH:19]=[CH:18][CH:17]=[CH:16][C:15]=1[C:20]#[N:21])([CH3:4])([CH3:3])[CH3:2]. Procedure details: (S)-2-tert-Butoxycarbonylamino-3-(2-cyano-phenyl)-propionic acid (2.5 g, 8.6 mmol) and pyridine (0.68 g, 8.6 mmol) were dissolved in dichloromethane (50 mL) at 0° C. Cyanuric fluoride (1.74 mL, 12.9 mmol) was added dropwise. The mixture was stirred at 0° C. for 1 hour and then ice-water was added. The mixture was extracted with dichloromethane (2×). The organic extracts were washed with water, brine, and dried over sodium sulfate. Evaporation of the solvents gave crude [(S)-2-(2-cyano-phenyl)-1-... The product is N1(CCCCC1)C=1C=C(CN)C=CC1C(F)(F)F ([3-piperidin-1-yl-4-(trifluoromethyl)benzyl]amine). The reactants are N1(CCCCC1)C=1C=C(C#N)C=CC1C(F)(F)F (3-piperidin-1-yl-4-(trifluoromethyl)benzonitrile), [H-].[Al+3].[Li+].[H-].[H-].[H-] (lithium aluminum hydride), O (water). Reaction SMILES: [H-].[Al+3].[Li+].[H-].[H-].[H-].[N:7]1([C:13]2[CH:14]=[C:15]([CH:18]=[CH:19][C:20]=2[C:21]([F:24])([F:23])[F:22])[C:16]#[N:17])[CH2:12][CH2:11][CH2:10][CH2:9][CH2:8]1.O>O1CCCC1>[N:7]1([C:13]2[CH:14]=[C:15]([CH:18]=[CH:19][C:20]=2[C:21]([F:22])([F:23])[F:24])[CH2:16][NH2:17])[CH2:8][CH2:9][CH2:10][CH2:11][CH2:12]1 |f:0.1.2.3.4.5|. Reaction conditions: temperature 0 celsius, time 14 hour. Procedure: Next, to a suspension of lithium aluminum hydride (44.8 mg, 1.18 mmol) in tetrahydrofuran (5.0 mL) was added 3-piperidin-1-yl-4-(trifluoromethyl)benzonitrile (100.0 mg, 0.39 mmol) at 0° C. The mixture was stirred at 0° C. for 1 hour and at room temperature for 14 hours. To the mixture was added water and extracted with ethylacetate. The organic layer was dried over MgSO4, filtered, and concentrated under reduced pressure. The obtained residue was purified by column chromatography on silica gel (... Isolated yield 46.5%. The solvent is O1CCCC1 (tetrahydrofuran).